From a dataset of the Open Reaction Database (ORD), a public repository of structured organic reaction records. describe an organic reaction: reactants, conditions, products, and yield Starting materials: CCO, CCOC(=O)CNC(=O)c1ccc(NCCCCCCCCCCCCCCCC(F)(F)F)cc1, [Na+], [OH-]. Yields the product O=C(O)CNC(=O)c1ccc(NCCCCCCCCCCCCCCCC(F)(F)F)cc1. As a reaction SMILES: [CH3:38][CH2:39][OH:40].[F:1][C:2]([CH2:3][CH2:4][CH2:5][CH2:6][CH2:7][CH2:8][CH2:9][CH2:10][CH2:11][CH2:12][CH2:13][CH2:14][CH2:15][CH2:16][CH2:17][NH:18][c:19]1[cH:20][cH:21][c:22]([C:23]([NH:24][CH2:25][C:26](=[O:27])[O:28][CH2:29][CH3:30])=[O:31])[cH:32][cH:33]1)([F:34])[F:35].[Na+:37].[OH-:36]>>[F:1][C:2]([CH2:3][CH2:4][CH2:5][CH2:6][CH2:7][CH2:8][CH2:9][CH2:10][CH2:11][CH2:12][CH2:13][CH2:14][CH2:15][CH2:16][CH2:17][NH:18][c:19]1[cH:20][cH:21][c:22]([C:23]([NH:24][CH2:25][C:26](=[O:27])[OH:28])=[O:31])[cH:32][cH:33]1)([F:34])[F:35]. Yields the product CSc1ccc2cc[nH]c2c1. The reactants are CSc1ccc2cc(C(=O)O)[nH]c2c1, c1ccc2ncccc2c1. Reaction SMILES: [CH3:1][S:2][c:3]1[cH:4][cH:5][c:6]2[cH:7][c:8]([C:12]([OH:13])=[O:14])[nH:9][c:10]2[cH:11]1.[cH:15]1[cH:16][c:17]2[c:18]([n:19][cH:20][cH:21][cH:22]2)[cH:23][cH:24]1>>[CH3:1][S:2][c:3]1[cH:4][cH:5][c:6]2[cH:7][cH:8][nH:9][c:10]2[cH:11]1. Starting materials: COC(=O)C1=NC(=CN=C1N(C(=O)OC(C)(C)C)C(=O)OC(C)(C)C)CC(C)C (3-(bis(tert-butoxycarbonyl)amino)-6-isobutylpyrazine-2-carboxylic acid methyl ester), FC(C(=O)O)(F)F (trifluoroacetic acid), CCCCCCC.C(C)(=O)OCC (heptane ethyl acetate). Solvent: ClCCl (dichloromethane). Reaction conditions: time 3 hour. Product: COC(=O)C1=NC(=CN=C1N)CC(C)C (3-Amino-6-isobutylpyrazine-2-carboxylic acid methyl ester). Reaction SMILES: [CH3:1][O:2][C:3]([C:5]1[C:10]([N:11](C(OC(C)(C)C)=O)C(OC(C)(C)C)=O)=[N:9][CH:8]=[C:7]([CH2:26][CH:27]([CH3:29])[CH3:28])[N:6]=1)=[O:4].FC(F)(F)C(O)=O.CCCCCCC.C(OCC)(=O)C>ClCCl>[CH3:1][O:2][C:3]([C:5]1[C:10]([NH2:11])=[N:9][CH:8]=[C:7]([CH2:26][CH:27]([CH3:29])[CH3:28])[N:6]=1)=[O:4] |f:2.3|. Procedure details: To a solution of 3-(bis(tert-butoxycarbonyl)amino)-6-isobutylpyrazine-2-carboxylic acid methyl ester (201 mg, 442 μmol) in dichloromethane (4 mL) was added trifluoroacetic acid (511 μL, 6.63 mmol) at room temperature. The mixture was stirred at ambient temperature for 3 h and the volatiles were evaporated. The residue was dissolved in dichloromethane (50 mL) and extracted with sodium carbonate. The aqueous phase was washed with dichloromethane and the organic layers were dried and evaporated. Th... RXN SMILES: [CH3:1][O:2][C:3](=[O:11])[CH:4](Br)[CH2:5][CH2:6][CH2:7][CH2:8][Cl:9].[O-:12][C:13]#[N:14].[K+].[CH3:16][OH:17]>CN(C=O)C>[CH3:1][O:2][C:3](=[O:11])[CH:4]([NH:14][C:13]([O:17][CH3:16])=[O:12])[CH2:5][CH2:6][CH2:7][CH2:8][Cl:9] |f:1.2|. Isolated yield 50.4%. The reactants are COC(C(CCCCCl)Br)=O (2-bromo-6-chlorohexanoic acid methyl ester), [O-]C#N.[K+] (potassium cyanate), CO (methanol). Yields the product COC(C(CCCCCl)NC(=O)OC)=O (6-chloro-2-methoxycarbonylaminohexanoic acid methyl ester). Procedure: 12.78 grams of 2-bromo-6-chlorohexanoic acid methyl ester, 6.08 grams of potassium cyanate and 2.72 grams of methanol were heated under powerful stirring in 70 ml of DMF for 1 hour. The reaction mixture was worked up in the manner described in Example 1. There were obtained 6.29 grams (50.3%) of 6-chloro-2-methoxycarbonylaminohexanoic acid methyl ester with boiling point of 113° C./0.0026 mbar. The solvent is CN(C)C=O (DMF).